This data is from the Open Reaction Database (ORD), a public repository of structured organic reaction records. The task is: describe an organic reaction: reactants, conditions, products, and yield The reactants are C(#N)[BH3-].[Na+] (sodium cyanoborohydride), ClC1=CC=C(C=N1)CN (6-chloro-3-pyridylmethylamine), C(C)(C)(C)C1=CC=C(C=C1)CC(C=O)C (3-(4-t-butylphenyl)-2-methylpropionaldehyde). The solvent is CO (methanol). Conditions: time 4 hour. Product: C(C)(C)(C)C1=CC=C(C=C1)CC(CNCC=1C=NC(=CC1)Cl)C (N-[3-(4-t-Butylphenyl)-2-methylpropyl]-6-chloro-3-pyridylmethylamine). As a reaction SMILES: C([BH3-])#N.[Na+].[Cl:5][C:6]1[N:11]=[CH:10][C:9]([CH2:12][NH2:13])=[CH:8][CH:7]=1.[C:14]([C:18]1[CH:23]=[CH:22][C:21]([CH2:24][CH:25]([CH3:28])[CH:26]=O)=[CH:20][CH:19]=1)([CH3:17])([CH3:16])[CH3:15]>CO>[C:14]([C:18]1[CH:19]=[CH:20][C:21]([CH2:24][CH:25]([CH3:28])[CH2:26][NH:13][CH2:12][C:9]2[CH:10]=[N:11][C:6]([Cl:5])=[CH:7][CH:8]=2)=[CH:22][CH:23]=1)([CH3:17])([CH3:16])[CH3:15] |f:0.1|. Procedure details: Route A: After suspending 620 mg (9.84 mmol) of sodium cyanoborohydride in 2 ml of absolute methanol, 700 mg (4.91 mmol) of 6-chloro-3-pyridylmethylamine was added thereto. Subsequently, to this was added a solution of 1.0 g (4.90 mmol) 3-(4-t-butylphenyl)-2-methylpropionaldehyde/2 ml absolute methanol by portions and then, stirring was conducted at room temperature for 4 h. Starting materials: ClCCCC(=O)Cl (4-chlorobutyryl chloride), C(C)C1(C2CC3CC(CC1C3)C2)O (2-ethyl-2-adamantanol), ClCC(=O)Cl (chloroacetyl chloride), C(C)C1(CCCCC1)O (1-ethyl-1-cyclohexanol). The product is C(C(=C)C)(=O)OCCCC(=O)OC1(CCCCC1)CC (3-(1-ethyl-1-cyclohexyloxycarbonyl)propyl methacrylate). As a reaction SMILES: C([C:3]1([OH:13])[CH:10]2[CH2:11]C3CC(CC1C3)[CH2:9]2)C.ClCC(Cl)=[O:17].[CH2:19]([C:21]1([OH:27])[CH2:26][CH2:25][CH2:24][CH2:23][CH2:22]1)[CH3:20].Cl[CH2:29][CH2:30][CH2:31][C:32](Cl)=[O:33]>>[C:3]([O:13][CH2:29][CH2:30][CH2:31][C:32]([O:27][C:21]1([CH2:19][CH3:20])[CH2:26][CH2:25][CH2:24][CH2:23][CH2:22]1)=[O:33])(=[O:17])[C:10]([CH3:11])=[CH2:9]. Procedure: Synthetic experiment was conducted in the same manner as in Monomer Synthesis Example 1 except that 2-ethyl-2-adamantanol and chloroacetyl chloride were changed to 1-ethyl-1-cyclohexanol and 4-chlorobutyryl chloride respectively, and the above described methacrylic derivative was obtained.